From a dataset of the Open Reaction Database (ORD), a public repository of structured organic reaction records. describe an organic reaction: reactants, conditions, products, and yield The reactants are OC1=CC=C(C=C1)C(=O)N1[C@@H](CCC1)CN1CCCC1 ((4-Hydroxy-phenyl)-(2-(S)-pyrrolidin-1-ylmethyl-pyrrolidin-1-yl)-methanone), ClC1=NC=C(C=C1)CCl (2-chloro-5-(chloromethyl)pyridine). Product: ClC1=CC=C(C=N1)COC1=CC=C(C=C1)C(=O)N1[C@@H](CCC1)CN1CCCC1 ([4-(6-Chloro-pyridin-3-ylmethoxy)-phenyl]-(2-(S)-pyrrolidin-1-ylmethyl-pyrrolidin-1-yl)-methanone). RXN SMILES: [OH:1][C:2]1[CH:7]=[CH:6][C:5]([C:8]([N:10]2[CH2:14][CH2:13][CH2:12][C@H:11]2[CH2:15][N:16]2[CH2:20][CH2:19][CH2:18][CH2:17]2)=[O:9])=[CH:4][CH:3]=1.[Cl:21][C:22]1[CH:27]=[CH:26][C:25]([CH2:28]Cl)=[CH:24][N:23]=1>>[Cl:21][C:22]1[N:23]=[CH:24][C:25]([CH2:28][O:1][C:2]2[CH:7]=[CH:6][C:5]([C:8]([N:10]3[CH2:14][CH2:13][CH2:12][C@H:11]3[CH2:15][N:16]3[CH2:17][CH2:18][CH2:19][CH2:20]3)=[O:9])=[CH:4][CH:3]=2)=[CH:26][CH:27]=1. Procedure: The title compound is prepared in a manner substantially analogous to Procedure C using (4-Hydroxy-phenyl)-(2-(S)-pyrrolidin-1-ylmethyl-pyrrolidin-1-yl)-methanone and 2-chloro-5-(chloromethyl)pyridine [CAS 70258-18-3]. MS (ES+) 400.2 Reactants: CCOP(=O)(Cc1cc(Br)cc(Oc2ccc(C(F)(F)F)cn2)c1)OCC, C1CCOC1, OB(O)C1CC1, [K+], [K+], [K+], O, O=P([O-])([O-])[O-]. Yields the product CCOP(=O)(Cc1cc(Oc2ccc(C(F)(F)F)cn2)cc(C2CC2)c1)OCC. Reaction SMILES: [Br:1][c:2]1[cH:3][c:4]([CH2:5][P:6]([O:7][CH2:8][CH3:9])([O:10][CH2:11][CH3:12])=[O:13])[cH:14][c:15]([O:17][c:18]2[n:19][cH:20][c:21]([C:24]([F:25])([F:26])[F:27])[cH:22][cH:23]2)[cH:16]1.[CH2:43]1[O:44][CH2:45][CH2:46][CH2:47]1.[CH:28]1([B:31]([OH:32])[OH:33])[CH2:29][CH2:30]1.[K+:39].[K+:40].[K+:41].[OH2:42].[P:34]([O-:35])([O-:36])([O-:37])=[O:38]>>[c:2]1([CH:28]2[CH2:29][CH2:30]2)[cH:3][c:4]([CH2:5][P:6]([O:7][CH2:8][CH3:9])([O:10][CH2:11][CH3:12])=[O:13])[cH:14][c:15]([O:17][c:18]2[n:19][cH:20][c:21]([C:24]([F:25])([F:26])[F:27])[cH:22][cH:23]2)[cH:16]1. The reactants are C(C)OC(C(CC1=CC=C(C=C1)O)(OC1=CC=C(C=C1)C(C)(C)C)C)=O (3-(4-hydroxyphenyl)-2-methyl-2-(4-tert-butylphenoxy)-propionic acid ethyl ester), solution, polystyrene, CC1=C(N=C(O1)C1=CC(=CC=C1)C=1SC=CC1)CCOS(=O)(=O)C1=CC=C(C=C1)C (Toluene-4-sulfonic acid 2-(5-methyl-2-(3-thiophen-2-yl-phenyl)-oxazol-4-yl)-ethyl ester). The solvent is C(C)O (ethanol), C(C)O (ethanol). Run at temperature 55 celsius. Product: CC(C(=O)O)(CC1=CC=C(C=C1)OCCC=1N=C(OC1C)C1=CC(=CC=C1)C=1SC=CC1)OC1=CC=C(C=C1)C(C)(C)C (2-Methyl-3-(4-{2-[5-methyl-2-(3-thiophen-2-yl-phenyl)-oxazol-4-yl]-ethoxy}-phenyl)-2-(4-tert-butylphenoxy)-propionic acid). The yield is 10.0%. As a reaction SMILES: [CH3:1][C:2]1[O:6][C:5]([C:7]2[CH:12]=[CH:11][CH:10]=[C:9]([C:13]3[S:14][CH:15]=[CH:16][CH:17]=3)[CH:8]=2)=[N:4][C:3]=1[CH2:18][CH2:19][O:20]S(C1C=CC(C)=CC=1)(=O)=O.C([O:33][C:34](=[O:56])[C:35]([CH3:55])([O:44][C:45]1[CH:50]=[CH:49][C:48]([C:51]([CH3:54])([CH3:53])[CH3:52])=[CH:47][CH:46]=1)[CH2:36][C:37]1[CH:42]=[CH:41][C:40](O)=[CH:39][CH:38]=1)C>C(O)C>[CH3:55][C:35]([O:44][C:45]1[CH:46]=[CH:47][C:48]([C:51]([CH3:54])([CH3:53])[CH3:52])=[CH:49][CH:50]=1)([CH2:36][C:37]1[CH:42]=[CH:41][C:40]([O:20][CH2:19][CH2:18][C:3]2[N:4]=[C:5]([C:7]3[CH:12]=[CH:11][CH:10]=[C:9]([C:13]4[S:14][CH:15]=[CH:16][CH:17]=4)[CH:8]=3)[O:6][C:2]=2[CH3:1])=[CH:39][CH:38]=1)[C:34]([OH:56])=[O:33]. Reported procedure: Toluene-4-sulfonic acid 2-(5-methyl-2-(3-thiophen-2-yl-phenyl)-oxazol-4-yl)-ethyl ester(0.132 mmol) (see Ex. 5, Part B) was added to a one dram, screw-cap vial and diluted with ethanol (0.5 mL). To this solution are added 3-(4-hydroxyphenyl)-2-methyl-2-(4-tert-butylphenoxy)-propionic acid ethyl ester (0.5 mL of a 0.264 M solution in ethanol, 0.132 mmol) (see Ex. 15, Part B) and polystyrene bound 1,5,7-triazabicyclo[4.4.0]dec-5-ene (100–125 mg, 2.6 mmol/g) and the vial was tightly closed. The rea... Starting materials: COC(=O)c1cccc(Br)c1, O=C([O-])[O-], Cc1ccccc1, CCO, [Na+], [Na+], OB(O)c1ccccc1, c1ccc(P(c2ccccc2)(c2ccccc2)[Pd](P(c2ccccc2)(c2ccccc2)c2ccccc2)(P(c2ccccc2)(c2ccccc2)c2ccccc2)P(c2ccccc2)(c2ccccc2)c2ccccc2)cc1. Product: COC(=O)c1cccc(-c2ccccc2)c1. As a reaction SMILES: [Br:1][c:2]1[cH:3][c:4]([C:5](=[O:6])[O:7][CH3:8])[cH:9][cH:10][cH:11]1.[C:21](=[O:22])([O-:23])[O-:24].[CH3:107][c:108]1[cH:109][cH:110][cH:111][cH:112][cH:113]1.[CH3:27][CH2:28][OH:29].[Na+:25].[Na+:26].[c:12]1([B:18]([OH:19])[OH:20])[cH:13][cH:14][cH:15][cH:16][cH:17]1.[cH:30]1[cH:31][cH:32][c:33]([P:34]([Pd:35]([P:36]([c:37]2[cH:38][cH:39][cH:40][cH:41][cH:42]2)([c:43]2[cH:44][cH:45][cH:46][cH:47][cH:48]2)[c:49]2[cH:50][cH:51][cH:52][cH:53][cH:54]2)([P:55]([c:56]2[cH:57][cH:58][cH:59][cH:60][cH:61]2)([c:62]2[cH:63][cH:64][cH:65][cH:66][cH:67]2)[c:68]2[cH:69][cH:70][cH:71][cH:72][cH:73]2)[P:74]([c:75]2[cH:76][cH:77][cH:78][cH:79][cH:80]2)([c:81]2[cH:82][cH:83][cH:84][cH:85][cH:86]2)[c:87]2[cH:88][cH:89][cH:90][cH:91][cH:92]2)([c:93]2[cH:94][cH:95][cH:96][cH:97][cH:98]2)[c:99]2[cH:100][cH:101][cH:102][cH:103][cH:104]2)[cH:105][cH:106]1>>[c:2]1(-[c:12]2[cH:13][cH:14][cH:15][cH:16][cH:17]2)[cH:3][c:4]([C:5](=[O:6])[O:7][CH3:8])[cH:9][cH:10][cH:11]1. Reactants: ClC1=NC=C(C=C1)C#CC=1N=C(SC1)C (2-chloro-5-[(2-methyl-1,3-thiazol-4-yl)ethynyl]pyridine), COC1=C(C=C(C=C1)F)B(O)O (2-methoxy-5-fluorophenylboronic acid), C([O-])([O-])=O.[K+].[K+] (potassium carbonate). Reagents/catalysts: Cl[Pd]([P](C1=CC=CC=C1)(C2=CC=CC=C2)C3=CC=CC=C3)([P](C4=CC=CC=C4)(C5=CC=CC=C5)C6=CC=CC=C6)Cl (dichlorobis(triphenylphosphine)palladium(II)). Conditions: temperature 80 celsius. Product: FC=1C=CC(=C(C1)C1=NC=C(C=C1)C#CC=1N=C(SC1)C)OC (2-(5-fluoro-2-methoxyphenyl)-5-[(2-methyl-1,3-thiazol-4-yl)ethynyl]pyridine). As a reaction SMILES: Cl[C:2]1[CH:7]=[CH:6][C:5]([C:8]#[C:9][C:10]2[N:11]=[C:12]([CH3:15])[S:13][CH:14]=2)=[CH:4][N:3]=1.[CH3:16][O:17][C:18]1[CH:23]=[CH:22][C:21]([F:24])=[CH:20][C:19]=1B(O)O.C(=O)([O-])[O-].[K+].[K+]>Cl[Pd](Cl)([P](C1C=CC=CC=1)(C1C=CC=CC=1)C1C=CC=CC=1)[P](C1C=CC=CC=1)(C1C=CC=CC=1)C1C=CC=CC=1>[F:24][C:21]1[CH:20]=[CH:19][C:18]([O:17][CH3:16])=[C:23]([C:2]2[CH:7]=[CH:6][C:5]([C:8]#[C:9][C:10]3[N:11]=[C:12]([CH3:15])[S:13][CH:14]=3)=[CH:4][N:3]=2)[CH:22]=1 |f:2.3.4,^1:36,55|. Procedure details: 2-chloro-5-[(2-methyl-1,3-thiazol-4-yl)ethynyl]pyridine (1.0 mmol, 234 mg), 2-methoxy-5-fluorophenylboronic acid (2.0 mmol, 340 mg), dichlorobis(triphenylphosphine)palladium(II) (0.05 mmol, 35 mg), and potassium carbonate (3.5 mmol, 500 mg) were added to deoxygenated DME:water (1:1, 5 mL) at room temperature. The reaction was heated for 18 h at 80° C., then partitioned in a separatory funnel with EtOAc (100 mL) and water (30 mL). The organic layer was washed with one additional portion of water ... RXN SMILES: CO.O1CCOCC1.[OH:9][C:10]1([C:36]2[CH:41]=[CH:40][CH:39]=[CH:38][C:37]=2[O:42][CH2:43][CH2:44][CH2:45][O:46]C(=O)C)[CH2:15][CH2:14][N:13]([CH2:16][CH2:17][C:18]([C:30]2[CH:35]=[CH:34][CH:33]=[CH:32][CH:31]=2)([C:24]2[CH:29]=[CH:28][CH:27]=[CH:26][CH:25]=2)[C:19]([N:21]([CH3:23])[CH3:22])=[O:20])[CH2:12][CH2:11]1.[OH-].[Na+]>O>[OH:9][C:10]1([C:36]2[CH:41]=[CH:40][CH:39]=[CH:38][C:37]=2[O:42][CH2:43][CH2:44][CH2:45][OH:46])[CH2:15][CH2:14][N:13]([CH2:16][CH2:17][C:18]([C:30]2[CH:35]=[CH:34][CH:33]=[CH:32][CH:31]=2)([C:24]2[CH:29]=[CH:28][CH:27]=[CH:26][CH:25]=2)[C:19]([N:21]([CH3:23])[CH3:22])=[O:20])[CH2:12][CH2:11]1 |f:3.4|. Run in O (Water). Reported procedure: In a liquid mixture of 5 mL of methanol and 5 mL of dioxane was dissolved 180 mg (0.32 mmol) of 4-(4-hydroxy-4-(2-(3-acetoxypropoxy)phenyl)piperidino)-N,N-dimethyl-2,2-diphenylbutaneamide. To the resulting solution, 5 mL of a 1N aqueous solution of sodium hydroxide was added. The resulting mixture was stirred at room temperature for 1 hour. Water was added to the reaction mixture, followed by extraction with chloroform, washing with water and drying. The residue obtained by distilling off the so... The reactants are CO (methanol), O1CCOCC1 (dioxane), aqueous solution, [OH-].[Na+] (sodium hydroxide), OC1(CCN(CC1)CCC(C(=O)N(C)C)(C1=CC=CC=C1)C1=CC=CC=C1)C1=C(C=CC=C1)OCCCOC(C)=O (4-(4-hydroxy-4-(2-(3-acetoxypropoxy)phenyl)piperidino)-N,N-dimethyl-2,2-diphenylbutaneamide). Product: OC1(CCN(CC1)CCC(C(=O)N(C)C)(C1=CC=CC=C1)C1=CC=CC=C1)C1=C(C=CC=C1)OCCCO (4-(4-hydroxy-4-(2-(3-hydroxypropoxy)phenyl)piperidino)-N,N-dimethyl-2,2-diphenylbutaneamide). Reaction conditions: time 1 hour. Isolated yield 90.7%. Reaction SMILES: [CH3:1][C:2]([C:4]1[CH:9]=[CH:8][C:7]([O:10][CH2:11][CH:12]=[CH2:13])=[CH:6][CH:5]=1)=[O:3].[CH3:14][O:15][C:16]1[CH:17]=[C:18]([CH:21]=[CH:22][C:23]=1[O:24][CH3:25])[CH:19]=O>C(O)C>[CH3:14][O:15][C:16]1[CH:17]=[C:18]([CH:19]=[CH:1][C:2]([C:4]2[CH:9]=[CH:8][C:7]([O:10][CH2:11][CH:12]=[CH2:13])=[CH:6][CH:5]=2)=[O:3])[CH:21]=[CH:22][C:23]=1[O:24][CH3:25]. The yield is 92.5%. Reaction conditions: time 18 hour. Solvent: C(C)O (ethanol). Yields the product COC=1C=C(C=CC1OC)C=CC(=O)C1=CC=C(C=C1)OCC=C (3,4-dimethoxy-4′-prop-2-enyloxychalcone). Procedure details: 1.76 g (10 mmol) of 4-allyloxyacetophenone and 1.66 g (10 mmol) of 3,4-dimethoxy-benzaldehyde were under a dry inert atmosphere (argon) dissolved in 10 ml dry ethanol and the solution was stirred for 18 h. The solution was filtered to give 3.0 g (99%) of 3,4-dimethoxy-4′-prop-2-enyloxychalcone which was recrystallized from ethanol, m.p. 74.5-75° C. The reactants are CC(=O)C1=CC=C(C=C1)OCC=C (4-allyloxyacetophenone), COC=1C=C(C=O)C=CC1OC (3,4-dimethoxy-benzaldehyde).